This data is from the Open Reaction Database (ORD), a public repository of structured organic reaction records. The task is: describe an organic reaction: reactants, conditions, products, and yield The reactants are BrC=1C(C2=CC(=CC=C2C1C1=CC=CC=C1)OCCCC1=CC=CC=C1)=O (2-bromo-3-phenyl-6-(3-phenyl-propoxy)-indene-1-one), CN(C=O)C (N,N-dimethyl formamide). The reagents and catalysts are [Cu+] (copper(I)). Conditions: temperature 150 celsius, time 3 hour. Product: O=C1C(=C(C2=CC=C(C=C12)OCCCC1=CC=CC=C1)C1=CC=CC=C1)C#N (1-oxo-3-phenyl-6-(3-phenyl-propoxy)-1H-indene-2-carbonitrile). Yield: 80.0%. RXN SMILES: Br[C:2]1[C:3](=[O:27])[C:4]2[C:9]([C:10]=1[C:11]1[CH:16]=[CH:15][CH:14]=[CH:13][CH:12]=1)=[CH:8][CH:7]=[C:6]([O:17][CH2:18][CH2:19][CH2:20][C:21]1[CH:26]=[CH:25][CH:24]=[CH:23][CH:22]=1)[CH:5]=2.[CH3:28][N:29](C)C=O>[Cu+]>[O:27]=[C:3]1[C:4]2[C:9](=[CH:8][CH:7]=[C:6]([O:17][CH2:18][CH2:19][CH2:20][C:21]3[CH:26]=[CH:25][CH:24]=[CH:23][CH:22]=3)[CH:5]=2)[C:10]([C:11]2[CH:16]=[CH:15][CH:14]=[CH:13][CH:12]=2)=[C:2]1[C:28]#[N:29]. Procedure: 2-Bromo-3-phenyl-6-(3-phenyl-propoxy)-indene-1-one (1.0 g, 2.3 mmol) obtained in Step 2 was dissolved in N,N-dimethyl formamide (10 mL), copper(I) cyamide (617 mg, 6.9 mmol) was added thereto, and the mixture was stirred for 3 hrs at 150° C., followed by cooling. The resulting mixture was washed with saturated ammonium chloride and extracted with ethyl acetate. The organic layer was separated, dried over anhydrous MgSO4 and concentrated under a reduced pressure. The resulting residue was purifie... Starting materials: C(C)OC(=O)N1CC(C(CC1)N1C(=NC2=C1C=CC(=C2)C)C(C)C)OC (4-(2-isopropyl-5-methyl-benzoimidazol-1-yl)-3-methoxy-piperidine-1-carboxylic acid ethyl ester), 1/1. Solvent: [OH-].[K+].CCO (KOH EtOH). The product is C(C)(C)C1=NC2=C(N1C1C(CNCC1)OC)C=CC(=C2)C (2-isopropyl-1-(3-methoxy-piperidin-4-yl)-5-methyl-1H-benzoimidazole). Isolated yield 17.5%. As a reaction SMILES: C(OC([N:6]1[CH2:11][CH2:10][CH:9]([N:12]2[C:16]3[CH:17]=[CH:18][C:19]([CH3:21])=[CH:20][C:15]=3[N:14]=[C:13]2[CH:22]([CH3:24])[CH3:23])[CH:8]([O:25][CH3:26])[CH2:7]1)=O)C>[OH-].[K+].CCO>[CH:22]([C:13]1[N:12]([CH:9]2[CH2:10][CH2:11][NH:6][CH2:7][CH:8]2[O:25][CH3:26])[C:16]2[CH:17]=[CH:18][C:19]([CH3:21])=[CH:20][C:15]=2[N:14]=1)([CH3:24])[CH3:23] |f:1.2.3|. Procedure: A solution of 4-(2-isopropyl-5-methyl-benzoimidazol-1-yl)-3-methoxy-piperidine-1-carboxylic acid ethyl ester (465 mg, 1.37 mmol) in a 1/1 1N KOH/EtOH solution (10 mL) was heated to 80° C. overnight. The mixture was concentrated under reduced pressure and the residue was purified by flash chromatography (15/1 CH2Cl2/CH3OH) to yield 2-isopropyl-1-(3-methoxy-piperidin-4-yl)-5-methyl-1H-benzoimidazole (69 mg, 18%) as a white solid. The reactants are COC(C1=CC(=C(C=C1)OCCCCCCCCCC)C(C)(C)C)=O (4-(Decyloxy)-3-(1,1-dimethylethyl)benzoic acid methyl ester), [OH-].[K+] (potassium hydroxide), CO (methyl alcohol), C(C)O (ethyl alcohol). Run in O (water). The product is C(CCCCCCCCC)OC1=C(C=C(C(=O)O)C=C1)C(C)(C)C (4-(Decyloxy)-3-(1,1-dimethylethyl)benzoic acid). Isolated yield 90.3%. As a reaction SMILES: C[O:2][C:3](=[O:25])[C:4]1[CH:9]=[CH:8][C:7]([O:10][CH2:11][CH2:12][CH2:13][CH2:14][CH2:15][CH2:16][CH2:17][CH2:18][CH2:19][CH3:20])=[C:6]([C:21]([CH3:24])([CH3:23])[CH3:22])[CH:5]=1.[OH-].[K+].CO.C(O)C>O>[CH2:11]([O:10][C:7]1[CH:8]=[CH:9][C:4]([C:3]([OH:25])=[O:2])=[CH:5][C:6]=1[C:21]([CH3:22])([CH3:24])[CH3:23])[CH2:12][CH2:13][CH2:14][CH2:15][CH2:16][CH2:17][CH2:18][CH2:19][CH3:20] |f:1.2|. Reported procedure: A mixture of 15.0 g of product from Example 130, 7.24 g of potassium hydroxide, 100 ml methyl alcohol, 40 ml ethyl alcohol and 10 ml of water is heated at reflux temperature for 18 hours. The reaction is cooled to room temperature, made acidic to pH 2, concentrated in vacuo, swirled with water and the solid collected. The solid residue is washed with water and dried in a vacuum oven to give 13 g of the desired product as colorless needles.